This data is from the Open Reaction Database (ORD), a public repository of structured organic reaction records. The task is: describe an organic reaction: reactants, conditions, products, and yield Starting materials: CC(CONC(=O)c1ccc(=O)n(C)c1Nc1ccc(Br)cc1F)O[Si](C)(C)C(C)(C)C, C1CCOC1, CCOC(C)=O, Cl. Yields the product CC(O)CONC(=O)c1ccc(=O)n(C)c1Nc1ccc(Br)cc1F. RXN SMILES: [Br:1][c:2]1[cH:3][c:4]([F:32])[c:5]([NH:8][c:9]2[n:10]([CH3:31])[c:11](=[O:30])[cH:12][cH:13][c:14]2[C:15](=[O:16])[NH:17][O:18][CH2:19][CH:20]([CH3:21])[O:22][Si:23]([C:24]([CH3:25])([CH3:26])[CH3:27])([CH3:28])[CH3:29])[cH:6][cH:7]1.[CH2:34]1[O:35][CH2:36][CH2:37][CH2:38]1.[CH3:39][CH2:40][O:41][C:42]([CH3:43])=[O:44].[ClH:33]>>[Br:1][c:2]1[cH:3][c:4]([F:32])[c:5]([NH:8][c:9]2[n:10]([CH3:31])[c:11](=[O:30])[cH:12][cH:13][c:14]2[C:15](=[O:16])[NH:17][O:18][CH2:19][CH:20]([CH3:21])[OH:22])[cH:6][cH:7]1. Reactants: [H][H] (hydrogen), [H][H] (hydrogen), [H][H] (hydrogen), OC1(CCCCC1)C#CCN1C(SCC1=O)CCCC1=CC=C(C(=O)O)C=C1 (4-{3-[3-[3-(1-Hydroxycyclohexyl)-2-propynyl]-4-oxo-2-thiazolidinyl]propyl}benzoic Acid). Reagents/catalysts: [Pd] (palladium on charcoal). Solvent: C(C)(=O)OCC (ethyl acetate). Yields the product OC1(CCCCC1)CCCN1C(SCC1=O)CCCC1=CC=C(C(=O)O)C=C1 (4-{3-[3-[3-(1-Hydroxycyclohexyl)propyl]-4-oxo-2-thiazolidinyl]propyl}benzoic Acid). Reaction SMILES: [OH:1][C:2]1([C:8]#[C:9][CH2:10][N:11]2[C:15](=[O:16])[CH2:14][S:13][CH:12]2[CH2:17][CH2:18][CH2:19][C:20]2[CH:28]=[CH:27][C:23]([C:24]([OH:26])=[O:25])=[CH:22][CH:21]=2)[CH2:7][CH2:6][CH2:5][CH2:4][CH2:3]1.[H][H]>C(OCC)(=O)C.[Pd]>[OH:1][C:2]1([CH2:8][CH2:9][CH2:10][N:11]2[C:15](=[O:16])[CH2:14][S:13][CH:12]2[CH2:17][CH2:18][CH2:19][C:20]2[CH:21]=[CH:22][C:23]([C:24]([OH:26])=[O:25])=[CH:27][CH:28]=2)[CH2:3][CH2:4][CH2:5][CH2:6][CH2:7]1. Reported procedure: 4-{3-[3-[3-(1-Hydroxycyclohexyl)-2-propynyl]-4-oxo-2-thiazolidinyl]propyl}benzoic Acid (4.0 g., 0.01 mole) is dissolved in ethyl acetate (45 ml.) and hydrogenated at 25° C. and one atmosphere pressure over 1.0 g. of a 5% palladium on charcoal catalyst. When 0.01 mole of hydrogen is absorbed (2 hours), uptake of hydrogen becomes very slow. An additional 1.5 g. of catalyst is added and hydrogenation continued for 70 hours until 0.02 mole of hydrogen has been absorbed. The catalyst is removed by fi... Starting materials: CC(C)([O-])C.[K+] (potassium tert-butoxide), ClC1=C(C=C(C=C1)C1=CC(=C(C=C1)C)CC(=O)NC1(CCC(CC1)(F)F)C(=O)OC)F (Methyl 1-{[(4′-chloro-3′-fluoro-4-methylbiphenyl-3-yl)acetyl]amino}-4,4-difluorocyclohexanecarboxylate), ice water, Cl (hydrogen chloride). Run in CN(C=O)C (N,N-dimethylformamide). Run at time 15 minute. Yields the product ClC1=C(C=C(C=C1)C1=CC(=C(C=C1)C)C=1C(NC2(C1O)CCC(CC2)(F)F)=O)F (3-(4′-Chloro-3′-fluoro-4-methylbiphenyl-3-yl)-8,8-difluoro-4-hydroxy-1-azaspiro[4.5]dec-3-en-2-one). As a reaction SMILES: CC(C)([O-])C.[K+].[Cl:7][C:8]1[CH:13]=[CH:12][C:11]([C:14]2[CH:19]=[CH:18][C:17]([CH3:20])=[C:16]([CH2:21][C:22]([NH:24][C:25]3([C:33]([O:35]C)=O)[CH2:30][CH2:29][C:28]([F:32])([F:31])[CH2:27][CH2:26]3)=[O:23])[CH:15]=2)=[CH:10][C:9]=1[F:37].Cl>CN(C)C=O>[Cl:7][C:8]1[CH:13]=[CH:12][C:11]([C:14]2[CH:19]=[CH:18][C:17]([CH3:20])=[C:16]([C:21]3[C:22](=[O:23])[NH:24][C:25]4([CH2:30][CH2:29][C:28]([F:31])([F:32])[CH2:27][CH2:26]4)[C:33]=3[OH:35])[CH:15]=2)=[CH:10][C:9]=1[F:37] |f:0.1|. Reported procedure: Under nitrogen 2.23 g (19.9 mmol) of potassium tert-butoxide were added to 8.19 g (18.0 mmol) of the compound from Example 5A in 80 ml of N,N-dimethylformamide. The reaction mixture was stirred at room temperature for 15 minutes. The reaction mixture was then added to ice-water, 1N aqueous hydrogen chloride solution was added dropwise until a pH of 1-2 had been reached, the mixture was stirred for 30 minutes and filtered off with suction, the filter cake was washed with water and the precipitate... The product is NC1=NC2=CC(=CC=C2C(=C1)N1CCN(CC1)C(=O)NC1=C(C=CC=C1)OC)Cl (4-(2-Amino-7-chloro-4-quinolinyl)-N-(2-methoxyphenyl)-1-piperazinecarboxamide). As a reaction SMILES: [Cl:1][C:2]1[CH:11]=[C:10]2[C:5]([C:6]([N:13]3[CH2:18][CH2:17][NH:16][CH2:15][CH2:14]3)=[CH:7][C:8]([NH2:12])=[N:9]2)=[CH:4][CH:3]=1.[N:19]([C:22]1[CH:27]=[CH:26][CH:25]=[CH:24][C:23]=1[O:28][CH3:29])=[C:20]=[O:21].C(N(C(C)C)CC)(C)C>>[NH2:12][C:8]1[CH:7]=[C:6]([N:13]2[CH2:18][CH2:17][N:16]([C:20]([NH:19][C:22]3[CH:27]=[CH:26][CH:25]=[CH:24][C:23]=3[O:28][CH3:29])=[O:21])[CH2:15][CH2:14]2)[C:5]2[C:10](=[CH:11][C:2]([Cl:1])=[CH:3][CH:4]=2)[N:9]=1. Reported procedure: As described for example 159, 7-chloro-4-(1-piperazinyl)-2-quinolinamine, 1-isocyanato-2-methoxy-benzene, and diisopropylethyl amine, are reacted to give the title product. LC-MS: 411 (M++1). 1H NMR (CDCl3) δ 3.15–3.25 (m, 4H), 3.7–3.85 (m, 4H), 3.9 (s, 3H), 4.6–4.8 (s, 2H), 6.2 (s, 1H), 6.86–6.9 (m, 1H), 6.94–7.02 (m, 2H), 7.16–7.21 (m, 2H), 7.62–7.65 (d, 1H), 7.74–7.78 (d, 1H), 8.14–8.19 (m, 1H). Reactants: ClC1=CC=C2C(=CC(=NC2=C1)N)N1CCNCC1 (7-chloro-4-(1-piperazinyl)-2-quinolinamine), N(=C=O)C1=C(C=CC=C1)OC (1-isocyanato-2-methoxy-benzene), C(C)(C)N(CC)C(C)C (diisopropylethyl amine). Reactants: NC1=NC(=CC=C1[N+](=O)[O-])Cl (2-amino-6-chloro-3-nitropyridine), I (HI). Run at time 48 hour. Yields the product IC1=CC=C(C(=N1)N)[N+](=O)[O-] (6-Iodo-3-nitro-pyridin-2-ylamine). As a reaction SMILES: [NH2:1][C:2]1[C:7]([N+:8]([O-:10])=[O:9])=[CH:6][CH:5]=[C:4](Cl)[N:3]=1.[IH:12]>>[I:12][C:4]1[N:3]=[C:2]([NH2:1])[C:7]([N+:8]([O-:10])=[O:9])=[CH:6][CH:5]=1. Procedure details: A mixture of 2-amino-6-chloro-3-nitropyridine (5-1) (5.00 g, 28.8 mmol) and 57% HI (100 mL) was stirred for 48 hours at RT. The red-orange colored suspension was filtered to collect the precipitate which was washed with a small amount of water. The resulting yellow solid was suspended in CH2Cl2 (100 mL) and water (50 mL), and triethylamine (5.0 mL) was added while stirring. The layers were separated and the aqueous phase was reextracted with 4:1 CHCl3-isopropanol. The organic layers were combine... Starting materials: OC1=C(C=C(C=C1)CCCC(=O)OC)C1=C(C=CC(=C1)CCCC(=O)OC)O (2,2'-dihydroxy-5,5'-bis (3-methoxycarbonylpropyl) biphenyl), C(CC)Br (propyl bromide), C([O-])([O-])=O.[K+].[K+] (potassium carbonate). The reagents and catalysts are [Cu] (copper). Run in CN(C)C=O (DMF). Yields the product C(CC)OC1=C(C=C(C=C1)CCCC(=O)OC)C1=C(C=CC(=C1)CCCC(=O)OC)O (2-propoxy-2'-hydroxy-5,5'-bis (3-methoxycarbonylpropyl) biphenyl). Yield: 91.1%. RXN SMILES: [OH:1][C:2]1[CH:7]=[CH:6][C:5]([CH2:8][CH2:9][CH2:10][C:11]([O:13][CH3:14])=[O:12])=[CH:4][C:3]=1[C:15]1[CH:20]=[C:19]([CH2:21][CH2:22][CH2:23][C:24]([O:26][CH3:27])=[O:25])[CH:18]=[CH:17][C:16]=1[OH:28].[CH2:29](Br)[CH2:30][CH3:31].C(=O)([O-])[O-].[K+].[K+]>[Cu].CN(C=O)C>[CH2:29]([O:1][C:2]1[CH:7]=[CH:6][C:5]([CH2:8][CH2:9][CH2:10][C:11]([O:13][CH3:14])=[O:12])=[CH:4][C:3]=1[C:15]1[CH:20]=[C:19]([CH2:21][CH2:22][CH2:23][C:24]([O:26][CH3:27])=[O:25])[CH:18]=[CH:17][C:16]=1[OH:28])[CH2:30][CH3:31] |f:2.3.4|. Procedure: To 5 ml of a DMF solution containing 200 mg (0.5181 mmol) of 2,2'-dihydroxy-5,5'-bis (3-methoxycarbonylpropyl) biphenyl and 0.475 ml (5.181 mmol) of propyl bromide, there were added 85.8 mg (0.6217 mmol) of anhydrous potassium carbonate and a small amount of copper powder and the resulting mixture was agitated for 5 hours at room temperature. The reaction mixture was filtered by suction through Celite to remove the solid matter and the filtrate was washed with ethyl acetate. After the solvent in... The reactants are CCOC(=O)c1cccc(Nc2ncc3ccc(-c4cccc(S(=O)(=O)NC(C)(C)C)c4)n3n2)c1, C1CCOC1, [Na+], [OH-], O. Product: CC(C)(C)NS(=O)(=O)c1cccc(-c2ccc3cnc(Nc4cccc(C(=O)O)c4)nn23)c1. Reaction SMILES: [CH2:1]([CH3:2])[O:3][C:4]([c:5]1[cH:6][c:7]([NH:11][c:12]2[n:13][n:14]3[c:15]([cH:16][n:17]2)[cH:18][cH:19][c:20]3-[c:21]2[cH:22][c:23]([S:27]([NH:28][C:29]([CH3:30])([CH3:31])[CH3:32])(=[O:33])=[O:34])[cH:24][cH:25][cH:26]2)[cH:8][cH:9][cH:10]1)=[O:35].[CH2:39]1[O:40][CH2:41][CH2:42][CH2:43]1.[Na+:38].[OH-:37].[OH2:36]>>[O:3]=[C:4]([c:5]1[cH:6][c:7]([NH:11][c:12]2[n:13][n:14]3[c:15]([cH:16][n:17]2)[cH:18][cH:19][c:20]3-[c:21]2[cH:22][c:23]([S:27]([NH:28][C:29]([CH3:30])([CH3:31])[CH3:32])(=[O:33])=[O:34])[cH:24][cH:25][cH:26]2)[cH:8][cH:9][cH:10]1)[OH:35]. The reactants are CCCCCCCCOCCCC#N, CC(=O)O, Cl. The product is CCCCCCCCOCCCC(=O)O. As a reaction SMILES: [C:1](#[N:2])[CH2:14][CH2:3][CH2:4][O:5][CH2:6][CH2:7][CH2:8][CH2:9][CH2:10][CH2:11][CH2:12][CH3:13].[CH3:16][C:17]([OH:18])=[O:19].[ClH:15]>>[CH2:3]([CH2:4][O:5][CH2:6][CH2:7][CH2:8][CH2:9][CH2:10][CH2:11][CH2:12][CH3:13])[CH2:16][C:17]([OH:18])=[O:19].